describe an organic reaction: reactants, conditions, products, and yield From a dataset of the Open Reaction Database (ORD), a public repository of structured organic reaction records. Starting materials: C(#N)C1=C(C=C(C(=O)OC)C=C1)OC (methyl 4-cyano-3-methoxybenzoate), [OH-].[Na+] (sodium hydroxide). Run in CO (methanol). Reaction conditions: time 8 hour. The product is C(#N)C1=C(C=C(C(=O)O)C=C1)OC (4-Cyano-3-methoxybenzoic acid). Isolated yield 106.4%. Reaction SMILES: [C:1]([C:3]1[CH:12]=[CH:11][C:6]([C:7]([O:9]C)=[O:8])=[CH:5][C:4]=1[O:13][CH3:14])#[N:2].[OH-].[Na+]>CO>[C:1]([C:3]1[CH:12]=[CH:11][C:6]([C:7]([OH:9])=[O:8])=[CH:5][C:4]=1[O:13][CH3:14])#[N:2] |f:1.2|. Procedure: To a solution (37 ml) of methyl 4-cyano-3-methoxybenzoate (700 mg, 3.66 mmol) in methanol was added 1M aqueous sodium hydroxide solution (37 ml), and the mixture was stirred overnight at room temperature. The solvent was evaporated under reduced pressure, the residue was dissolved in water, and the mixture was washed with diethyl ether. The aqueous layer was neutralized with 1M hydrochloric acid and extracted with dichloromethane. The extract was dried over anhydrous MgSO4 and concentrated under... Reactants: CC(=O)O[BH-](OC(C)=O)OC(C)=O, C1COCCO1, COC(C)(Cc1ccccc1C(NS(=O)C(C)(C)C)c1ccc(C(F)(F)F)cc1)OC, COC(OC)OC, Cl, [Na+]. Yields the product CC1Cc2ccccc2C(c2ccc(C(F)(F)F)cc2)N1. Reaction SMILES: [C:45]([O:46][BH-:47]([O:48][C:49](=[O:50])[CH3:51])[O:52][C:53](=[O:54])[CH3:55])(=[O:56])[CH3:57].[CH2:32]1[O:33][CH2:34][CH2:35][O:36][CH2:37]1.[CH3:1][O:2][C:3]([CH2:4][c:5]1[c:6]([CH:11]([NH:12][S:15]([C:16]([CH3:17])([CH3:18])[CH3:30])=[O:31])[c:19]2[cH:20][cH:21][c:22]([C:25]([F:26])([F:27])[F:28])[cH:23][cH:24]2)[cH:7][cH:8][cH:9][cH:10]1)([O:13][CH3:14])[CH3:29].[CH:38]([O:39][CH3:40])([O:41][CH3:42])[O:43][CH3:44].[ClH:59].[Na+:58]>>[CH:3]1([CH3:29])[CH2:4][c:5]2[c:6]([cH:7][cH:8][cH:9][cH:10]2)[CH:11]([c:19]2[cH:20][cH:21][c:22]([C:25]([F:26])([F:27])[F:28])[cH:23][cH:24]2)[NH:12]1. Starting materials: CCO, CCCCCCCCc1cc2c(cc1C=Cc1ccc(C(=O)OCC)cc1)CCC(C)(C)CC2, Cl, [Na+], C1CCOC1, [OH-]. The product is CCCCCCCCc1cc2c(cc1C=Cc1ccc(C(=O)O)cc1)CCC(C)(C)CC2. Reaction SMILES: [CH2:43]([OH:44])[CH3:45].[CH3:1][C:2]1([CH3:34])[CH2:3][CH2:4][c:5]2[c:6]([cH:9][c:10]([CH:21]=[CH:22][c:23]3[cH:24][cH:25][c:26]([C:27](=[O:28])[O:29][CH2:30][CH3:31])[cH:32][cH:33]3)[c:11]([CH2:13][CH2:14][CH2:15][CH2:16][CH2:17][CH2:18][CH2:19][CH3:20])[cH:12]2)[CH2:7][CH2:8]1.[ClH:37].[Na+:36].[O:38]1[CH2:39][CH2:40][CH2:41][CH2:42]1.[OH-:35]>>[CH3:1][C:2]1([CH3:34])[CH2:3][CH2:4][c:5]2[c:6]([cH:9][c:10]([CH:21]=[CH:22][c:23]3[cH:24][cH:25][c:26]([C:27](=[O:28])[OH:29])[cH:32][cH:33]3)[c:11]([CH2:13][CH2:14][CH2:15][CH2:16][CH2:17][CH2:18][CH2:19][CH3:20])[cH:12]2)[CH2:7][CH2:8]1. Reactants: OCCCN(C1=NN2C(C3=CC=CC=C13)=NN=C2C2=CC=C(C=C2)OC)C (N-(3-hydroxypropyl)-N-methyl-3-(4-methoxy phenyl)-1,2,4-triazolo[3,4-a]phthalazin-6-amine), compound, S(=O)(Cl)Cl (thionyl chloride). The reagents and catalysts are CN(C=O)C (N,N-dimethylformamide). Run in C(Cl)(Cl)Cl (chloroform), C(Cl)(Cl)Cl (chloroform). The product is ClCCCN(C1=NN2C(C3=CC=CC=C13)=NN=C2C2=CC=C(C=C2)OC)C (N-(3-chloropropyl)-N-methyl-3-(4-methoxyphenyl)-1,2,4-triazolo[3,4-a]phthalazin-6-amine). Isolated yield 85.0%. RXN SMILES: O[CH2:2][CH2:3][CH2:4][N:5]([CH3:27])[C:6]1[C:15]2[C:10](=[CH:11][CH:12]=[CH:13][CH:14]=2)[C:9]2=[N:16][N:17]=[C:18]([C:19]3[CH:24]=[CH:23][C:22]([O:25][CH3:26])=[CH:21][CH:20]=3)[N:8]2[N:7]=1.S(Cl)([Cl:30])=O>C(Cl)(Cl)Cl.CN(C)C=O>[Cl:30][CH2:2][CH2:3][CH2:4][N:5]([CH3:27])[C:6]1[C:15]2[C:10](=[CH:11][CH:12]=[CH:13][CH:14]=2)[C:9]2=[N:16][N:17]=[C:18]([C:19]3[CH:24]=[CH:23][C:22]([O:25][CH3:26])=[CH:21][CH:20]=3)[N:8]2[N:7]=1. Reported procedure: To 2.8 g of N-(3-hydroxypropyl)-N-methyl-3-(4-methoxy phenyl)-1,2,4-triazolo[3,4-a]phthalazin-6-amine (the compound of example 32) dissolved in chloroform (30 ml) are added a few drops of N,N-dimethylformamide and then 1.1 ml of thionyl chloride in chloroform (5 ml). The mixture is refluxed for about 5 hours. After cooling to room temperature, the mixture is concentrated to dryness and the residue is taken up with cold aqueous sodium bicarbonate. The product of the title is collected after filtr... Reactants: NN (hydrazine), [OH-].[Na+] (sodium hydroxide), ClC1=CC=C(C=C1)C(OC1CCNCC1)C1=NC=CC=C1 (4-[(4-chlorophenyl)-2-pyridylmethoxy]piperidine), BrCCN1C(C=2C(C1=O)=CC=CC2)=O (N-(2-bromoethyl)phthalimide), C([O-])([O-])=O.[K+].[K+] (potassium carbonate). Run in C(C)O (ethanol), O1CCOCC1 (dioxane). Run at time 3 hour. Yields the product ClC1=CC=C(C=C1)C(OC1CCN(CC1)CCN)C1=NC=CC=C1 (2-[4-[(4-chlorophenyl)-2-pyridylmethoxy]-1-piperidyl]ethylamine). The yield is 40.9%. Reaction SMILES: [Cl:1][C:2]1[CH:7]=[CH:6][C:5]([CH:8]([C:16]2[CH:21]=[CH:20][CH:19]=[CH:18][N:17]=2)[O:9][CH:10]2[CH2:15][CH2:14][NH:13][CH2:12][CH2:11]2)=[CH:4][CH:3]=1.Br[CH2:23][CH2:24][N:25]1C(=O)C2=CC=CC=C2C1=O.C(=O)([O-])[O-].[K+].[K+].NN.[OH-].[Na+]>O1CCOCC1.C(O)C>[Cl:1][C:2]1[CH:7]=[CH:6][C:5]([CH:8]([C:16]2[CH:21]=[CH:20][CH:19]=[CH:18][N:17]=2)[O:9][CH:10]2[CH2:11][CH2:12][N:13]([CH2:23][CH2:24][NH2:25])[CH2:14][CH2:15]2)=[CH:4][CH:3]=1 |f:2.3.4,6.7|. Reported procedure: 7.50 g (24.77 mmol) of 4-[(4-chlorophenyl)-2-pyridylmethoxy]piperidine and 6.92 g (27.24 mmol) of N-(2-bromoethyl)phthalimide were dissolved in 60 ml of dioxane, and 4.11 g (29.74 mmol) of potassium carbonate was added. The mixture was stirred at an oil bath temperature of 90° to 100° C. for 3 hours. After the reaction, the insolubles were filtered off, and the filtrate was concentrated under reduced pressure. The residue was separated by silica gel column chromatography using a mixture of ethyl...